Dataset: the Open Reaction Database (ORD), a public repository of structured organic reaction records. Task: describe an organic reaction: reactants, conditions, products, and yield Reactants: BrC1CCOCC1, C1CCOC1, I, [Mg], Cc1ccc(C(=O)NC2CC2)cc1-n1cnc(C#N)c1N. Product: Cc1ccc(C(=O)NC2CC2)cc1-n1cnc(C(=O)C2CCOCC2)c1N. Reaction SMILES: [Br:1][CH:2]1[CH2:3][CH2:4][O:5][CH2:6][CH2:7]1.[CH2:31]1[CH2:34][CH2:33][CH2:32][O:35]1.[I:9].[Mg:8].[NH2:10][c:11]1[c:12]([C:29]#[N:30])[n:13][cH:14][n:15]1-[c:16]1[cH:17][c:18]([C:19](=[O:20])[NH:21][CH:22]2[CH2:23][CH2:24]2)[cH:25][cH:26][c:27]1[CH3:28]>>[CH:2]1([C:29]([c:12]2[c:11]([NH2:10])[n:15](-[c:16]3[cH:17][c:18]([C:19](=[O:20])[NH:21][CH:22]4[CH2:23][CH2:24]4)[cH:25][cH:26][c:27]3[CH3:28])[cH:14][n:13]2)=[O:35])[CH2:3][CH2:4][O:5][CH2:6][CH2:7]1. Starting materials: NN, CC(Nc1nccc(-n2cnc3cc(-c4ccnc(Cl)n4)ccc32)n1)c1ccccc1. Product: CC(Nc1nccc(-n2cnc3cc(-c4ccnc(NN)n4)ccc32)n1)c1ccccc1. As a reaction SMILES: [NH2:32][NH2:33].[c:1]1([CH:7]([CH3:8])[NH:9][c:10]2[n:11][cH:12][cH:13][c:14](-[n:16]3[cH:17][n:18][c:19]4[c:20]3[cH:21][cH:22][c:23](-[c:25]3[n:26][c:27]([Cl:31])[n:28][cH:29][cH:30]3)[cH:24]4)[n:15]2)[cH:2][cH:3][cH:4][cH:5][cH:6]1>>[c:1]1([CH:7]([CH3:8])[NH:9][c:10]2[n:11][cH:12][cH:13][c:14](-[n:16]3[cH:17][n:18][c:19]4[c:20]3[cH:21][cH:22][c:23](-[c:25]3[n:26][c:27]([NH:32][NH2:33])[n:28][cH:29][cH:30]3)[cH:24]4)[n:15]2)[cH:2][cH:3][cH:4][cH:5][cH:6]1. The reactants are C(C)(C)(C)OC(=O)N1[C@@H]([C@H](CC1)O)C(=O)O ((2S,3S)-1-(tert-butoxycarbonyl)-3-hydroxypyrrolidine-2-carboxylic acid), BH3-DMS. Run in C1CCOC1 (THF). Yields the product O[C@@H]1[C@H](N(CC1)C(=O)OC(C)(C)C)CO ((2R,3S)-tert-butyl 3-hydroxy-2-(hydroxymethyl)pyrrolidine-1-carboxylate). As a reaction SMILES: [C:1]([O:5][C:6]([N:8]1[CH2:12][CH2:11][C@H:10]([OH:13])[C@H:9]1[C:14](O)=[O:15])=[O:7])([CH3:4])([CH3:3])[CH3:2]>C1COCC1>[OH:13][C@H:10]1[CH2:11][CH2:12][N:8]([C:6]([O:5][C:1]([CH3:2])([CH3:3])[CH3:4])=[O:7])[C@@H:9]1[CH2:14][OH:15]. Procedure details: To a solution of (2S,3S)-1-(tert-butoxycarbonyl)-3-hydroxypyrrolidine-2-carboxylic acid in THF at 0° C. was added BH3-DMS. The reaction was allowed to warm to rt overnight, and then quenched by the careful addition of MeOH. The reaction was concentrated in vacuo to give (2R,3S)-tert-butyl 3-hydroxy-2-(hydroxymethyl)pyrrolidine-1-carboxylate as a near colorless oil which was used without further purification. (2R,3S)-tert-Butyl 3-hydroxy-2-(hydroxymethyl)pyrrolidine-1-carboxylate was converted to... Reactants: FC(C(=O)O)(F)F (triflouroacetic acid), C(C1=CC=CC=C1)(C1=CC=CC=C1)N1C=CC2=CC=C(C=C12)Cl (1-benzhydryl-6-chloro-1H-indole), C(=O)C1=CC(=C(OCC(=O)OC)C(=C1)C)C (methyl 2-(4-formyl-2,6-dimethylphenoxy)acetate), C(C)[SiH](CC)CC (triethysilane). Solvent: C(Cl)Cl (CH2Cl2). Reaction conditions: temperature 0 celsius. Product: C(C1=CC=CC=C1)(C1=CC=CC=C1)N1C=C(C2=CC=C(C=C12)Cl)CC1=CC(=C(OCC(=O)O)C(=C1)C)C (2-{4-[(1-benzhydryl-6-chloro-1H-indol-3-yl)methyl]-2,6-dimethylphenoxy}acetic acid). Yield: 89.0%. RXN SMILES: [CH:1]([N:14]1[C:22]2[C:17](=[CH:18][CH:19]=[C:20]([Cl:23])[CH:21]=2)[CH:16]=[CH:15]1)([C:8]1[CH:13]=[CH:12][CH:11]=[CH:10][CH:9]=1)[C:2]1[CH:7]=[CH:6][CH:5]=[CH:4][CH:3]=1.[CH:24]([C:26]1[CH:37]=[C:36]([CH3:38])[C:29]([O:30][CH2:31][C:32]([O:34]C)=[O:33])=[C:28]([CH3:39])[CH:27]=1)=O.C([SiH](CC)CC)C.FC(F)(F)C(O)=O>C(Cl)Cl>[CH:1]([N:14]1[C:22]2[C:17](=[CH:18][CH:19]=[C:20]([Cl:23])[CH:21]=2)[C:16]([CH2:24][C:26]2[CH:37]=[C:36]([CH3:38])[C:29]([O:30][CH2:31][C:32]([OH:34])=[O:33])=[C:28]([CH3:39])[CH:27]=2)=[CH:15]1)([C:8]1[CH:9]=[CH:10][CH:11]=[CH:12][CH:13]=1)[C:2]1[CH:3]=[CH:4][CH:5]=[CH:6][CH:7]=1. Procedure details: To 1-benzhydryl-6-chloro-1H-indole (1.0 eq) and methyl 2-(4-formyl-2,6-dimethylphenoxy)acetate (0.6 eq) in CH2Cl2 (0.1M) at 0° C. was added neat triethysilane (3 eq) followed by triflouroacetic acid (3 eq). After 10 minutes at 0° C. the reaction was warmed to room temperature and stirred until the initially formed spot by TLC yields a new spot. The reaction was then quenched by the addition of saturated sodium bicarbonate, diluted with CH2Cl2 and washed with saturated sodium bicarbonate, water a... The reactants are ClC1=NC=CC2=C1CN(C2=O)C(C)C=2C=NC(=C(C2)C)NCC(F)(F)F (4-chloro-2-(1-(5-methyl-6-((2,2,2-trifluoroethyl)amino)pyridin-3-yl)ethyl)-2,3-dihydro-1H-pyrrolo[3,4-c]pyridin-1-one), C(=O)OC1=CC=CC=C1 (phenyl formate). The product is CC=1C=C(C=NC1NCC(F)(F)F)C(C)N1CC=2C(=NC=CC2C1=O)C(=O)OC1=CC=CC=C1 (phenyl 2-(1-(5-methyl-6-((2,2,2-trifluoroethyl)amino)pyridin-3-yl)ethyl)-1-oxo-2,3-dihydro-1H-pyrrolo[3,4-c]pyridine-4-carboxylate). Yield: 77.0%. RXN SMILES: Cl[C:2]1[C:7]2[CH2:8][N:9]([CH:12]([C:14]3[CH:15]=[N:16][C:17]([NH:21][CH2:22][C:23]([F:26])([F:25])[F:24])=[C:18]([CH3:20])[CH:19]=3)[CH3:13])[C:10](=[O:11])[C:6]=2[CH:5]=[CH:4][N:3]=1.[CH:27]([O:29][C:30]1[CH:35]=[CH:34][CH:33]=[CH:32][CH:31]=1)=[O:28]>>[CH3:20][C:18]1[CH:19]=[C:14]([CH:12]([N:9]2[C:10](=[O:11])[C:6]3[CH:5]=[CH:4][N:3]=[C:2]([C:27]([O:29][C:30]4[CH:35]=[CH:34][CH:33]=[CH:32][CH:31]=4)=[O:28])[C:7]=3[CH2:8]2)[CH3:13])[CH:15]=[N:16][C:17]=1[NH:21][CH2:22][C:23]([F:26])([F:25])[F:24]. Reported procedure: The title compound is prepared in 77% yield (210 mg, yellow solid) from 4-chloro-2-(1-(5-methyl-6-((2,2,2-trifluoroethyl)amino)pyridin-3-yl)ethyl)-2,3-dihydro-1H-pyrrolo[3,4-c]pyridin-1-one (220 mg, 0.57 mmol, Intermediate-62, single enantiomer) and phenyl formate (140 mg, 1.1 mmol) in a similar manner to Intermediate-91.